Dataset: the Open Reaction Database (ORD), a public repository of structured organic reaction records. Task: describe an organic reaction: reactants, conditions, products, and yield The reactants are nucleoside, FC(C(=O)C(C=CC=1C(=NC(N([C@H]2C[C@H](O)[C@@H](CO)O2)C1)=O)N)N)(F)F (5-(3-trifluoroacetyl-amino-propenyl)-2'-deoxycytidine), C(C)O (ethanol), benzoyl anhydride, 5-chloromercuri-2'-deoxycytidine, FC(C(=O)NCC=CC=1C(=NC(N([C@H]2C[C@H](O)[C@@H](CO)O2)C1)=O)N)(F)F (5-(3-trifluoroacetylaminopropenyl)-2'-deoxycytidine), benzoyl anhydride. The product is C(C1=CC=CC=C1)(=O)NC1=NC(N([C@H]2C[C@H](O)[C@@H](CO)O2)C=C1C=CCNC(C(F)(F)F)=O)=O (N4 -benzoyl-5-(3-trifluoroacetylaminopropenyl)-2'-deoxycytidine). As a reaction SMILES: [F:1][C:2]([F:26])([F:25])[C:3]([NH:5][CH2:6][CH:7]=[CH:8][C:9]1[C:10]([NH2:24])=[N:11][C:12](=[O:23])[N:13]([CH:22]=1)[C@@H:14]1[O:21][C@H:18]([CH2:19][OH:20])[C@@H:16]([OH:17])[CH2:15]1)=[O:4].FC(F)(F)[C:29]([CH:31](N)[CH:32]=[CH:33][C:34]1[C:35](N)=NC(=O)N([CH:47]=1)[C@@H]1O[C@H](CO)[C@@H](O)C1)=O.C([OH:55])C>>[C:35]([NH:24][C:10]1[C:9]([CH:8]=[CH:7][CH2:6][NH:5][C:3](=[O:4])[C:2]([F:25])([F:1])[F:26])=[CH:22][N:13]([C@@H:14]2[O:21][C@H:18]([CH2:19][OH:20])[C@@H:16]([OH:17])[CH2:15]2)[C:12](=[O:23])[N:11]=1)(=[O:55])[C:34]1[CH:47]=[CH:29][CH:31]=[CH:32][CH:33]=1. Reported procedure: Repeating the nucleoside precursor synthesis procedure of Example I, but replacing 5-chloromercuri-2'-deoxyuridine with 5-chloromercuri-2'-deoxycytidine is productive of 5-(3-trifluoroacetylaminopropenyl)-2'-deoxycytidine (UVmax 287 mn). Purified 5-(3-trifluoroacetyl-amino-propenyl)-2'-deoxycytidine (1.3 g, 4.6 mmol) is stirred in 80 ml anhydrous ethanol, benzoyl anhydride (1.5 g, 7 mmol) is added, and the reaction refluxed. Five additional 1.5 g portions of benzoyl anhydride are added hourly. A... Reactants: NC=1C=CC(=C(C(=O)OCC)C1)OC=1C=C(C=NC1)Cl (ethyl 5-amino-2-(3-chloro-5-pyridyloxy)benzoate), BrC=1C=CC(=C(C1)S(=O)(=O)Cl)OC (5-bromo-2-methoxybenzenesulfonyl chloride). Solvent: C(Cl)Cl (CH2Cl2). Conditions: time 10 hour. Product: COC1=C(C=C(C=C1)Br)S(=O)(=O)NC=1C=CC(=C(C(=O)OCC)C1)OC=1C=C(C=NC1)Cl (ethyl 5-(2-methoxy-5-bromobenzenesulfonamido)-2-(3-chloro-5-pyridyloxy)benzoate). Isolated yield 20.4%. As a reaction SMILES: [NH2:1][C:2]1[CH:3]=[CH:4][C:5]([O:13][C:14]2[CH:15]=[C:16]([Cl:20])[CH:17]=[N:18][CH:19]=2)=[C:6]([CH:12]=1)[C:7]([O:9][CH2:10][CH3:11])=[O:8].[Br:21][C:22]1[CH:23]=[CH:24][C:25]([O:32][CH3:33])=[C:26]([S:28](Cl)(=[O:30])=[O:29])[CH:27]=1>C(Cl)Cl>[CH3:33][O:32][C:25]1[CH:24]=[CH:23][C:22]([Br:21])=[CH:27][C:26]=1[S:28]([NH:1][C:2]1[CH:3]=[CH:4][C:5]([O:13][C:14]2[CH:15]=[C:16]([Cl:20])[CH:17]=[N:18][CH:19]=2)=[C:6]([CH:12]=1)[C:7]([O:9][CH2:10][CH3:11])=[O:8])(=[O:30])=[O:29]. Procedure: To a solution of the aniline produced in Example 1 (250 mg, 0.85 mmol) in CH2Cl2 (4 mL) was added 5-bromo-2-methoxybenzenesulfonyl chloride (244,mg, 0.85 mmol). The mixture was stirred for 10 hr. The title compound (94 mg, 20% to) was isolated following column chromatography on silica gel (1:1 hexane/ethyl acetate).